Dataset: the Open Reaction Database (ORD), a public repository of structured organic reaction records. Task: describe an organic reaction: reactants, conditions, products, and yield Reactants: CC(CCCCC1(C(C(=C(C2=CC=CC=C12)O)C(=O)OCC)=O)C)(C)C (Ethyl 4-(5,5-dimethylhexyl)-1-hydroxy-4-methyl-3-oxo-3,4-dihydronaphthalene-2-carboxylate), Cl (hydrochloric acid). The solvent is O1CCOCC1 (1,4-dioxane). Reaction conditions: temperature 25 celsius. Product: CC(CCCCC1(C(C=C(C2=CC=CC=C12)O)=O)C)(C)C (1-(5,5-dimethylhexyl)-4-hydroxy-1-methylnaphthalen-2(1 H)-one). Yield: 72.1%. RXN SMILES: [CH3:1][C:2]([CH3:26])([CH3:25])[CH2:3][CH2:4][CH2:5][CH2:6][C:7]1([CH3:24])[C:16]2[C:11](=[CH:12][CH:13]=[CH:14][CH:15]=2)[C:10]([OH:17])=[C:9](C(OCC)=O)[C:8]1=[O:23].Cl>O1CCOCC1>[CH3:1][C:2]([CH3:26])([CH3:25])[CH2:3][CH2:4][CH2:5][CH2:6][C:7]1([CH3:24])[C:16]2[C:11](=[CH:12][CH:13]=[CH:14][CH:15]=2)[C:10]([OH:17])=[CH:9][C:8]1=[O:23]. Procedure: A solution of Example 35F (1.84 g, 5.13 mmol) in 1,4-dioxane (20 mL) was treated with aqueous 1N hydrochloric acid solution (20 mL) and refluxed for 3 hours. The mixture was cooled to 25° C. and partitioned between ethyl acetate and water. The ethyl acetate layer was washed with water and brine, dried with sodium sulfate, filtered, and concentrated in vacuo. The residue was triturated in hot hexane and filtered. The precipitate was dried to give the title compound (1.06 g, 72%). 1H NMR (300 MHz,... Reactants: O=C(c1ccccc1)c1ccc(O)cc1, C1CCOC1, CC(C)(C)[O-], CS(C)=O, CCSc1ccc(Cl)nc1C#N, [K+]. Yields the product CCSc1ccc(Oc2ccc(C(=O)c3ccccc3)cc2)nc1C#N. Reaction SMILES: [C:13]([c:14]1[cH:15][cH:16][cH:17][cH:18][cH:19]1)(=[O:20])[c:21]1[cH:22][cH:23][c:24]([OH:27])[cH:25][cH:26]1.[CH2:34]1[O:35][CH2:36][CH2:37][CH2:38]1.[CH3:28][C:29]([CH3:30])([O-:31])[CH3:32].[CH3:39][S:40]([CH3:41])=[O:42].[Cl:1][c:2]1[cH:3][cH:4][c:5]([S:10][CH2:11][CH3:12])[c:6]([C:8]#[N:9])[n:7]1.[K+:33]>>[c:2]1([O:27][c:24]2[cH:23][cH:22][c:21]([C:13]([c:14]3[cH:15][cH:16][cH:17][cH:18][cH:19]3)=[O:20])[cH:26][cH:25]2)[cH:3][cH:4][c:5]([S:10][CH2:11][CH3:12])[c:6]([C:8]#[N:9])[n:7]1. The reactants are Cc1cc(O)ccc1C=O, ClCC1CO1, [Na+], [OH-]. The product is Cc1cc(CC2CO2)ccc1C=O. Reaction SMILES: [CH3:6][c:7]1[c:8]([CH:9]=[O:10])[cH:11][cH:12][c:13]([OH:15])[cH:14]1.[Cl:1][CH2:2][CH:3]1[CH2:4][O:5]1.[Na+:17].[OH-:16]>>[CH2:2]([CH:3]1[CH2:4][O:5]1)[c:13]1[cH:12][cH:11][c:8]([CH:9]=[O:10])[c:7]([CH3:6])[cH:14]1. Starting materials: CCOC(=O)c1cn(CC)c2c(F)c(C#CCOC3CCCCO3)c(F)cc2c1=O, CCO, O, Cc1ccc(S(=O)(=O)O)cc1. The product is CCOC(=O)c1cn(CC)c2c(F)c(C#CCO)c(F)cc2c1=O. As a reaction SMILES: [CH2:1]([CH3:2])[n:3]1[cH:4][c:5]([C:26](=[O:27])[O:28][CH2:29][CH3:30])[c:6](=[O:25])[c:7]2[cH:8][c:9]([F:24])[c:10]([C:14]#[C:15][CH2:16][O:17][CH:18]3[CH2:19][CH2:20][CH2:21][CH2:22][O:23]3)[c:11]([F:13])[c:12]12.[CH3:43][CH2:44][OH:45].[OH2:31].[c:32]1([CH3:33])[cH:34][cH:35][c:36]([S:37]([OH:38])(=[O:39])=[O:40])[cH:41][cH:42]1>>[CH2:1]([CH3:2])[n:3]1[cH:4][c:5]([C:26](=[O:27])[O:28][CH2:29][CH3:30])[c:6](=[O:25])[c:7]2[cH:8][c:9]([F:24])[c:10]([C:14]#[C:15][CH2:16][OH:17])[c:11]([F:13])[c:12]12. Reactants: [Si](C)(C)(C(C)(C)C)OC(/C=C/[C@@H]1[C@H]2CC(O[C@H]2C[C@H]1O)=O)CCCCC ((1S,5R,6R,7R)-6-[(E)-3(RS)-t-butyldimethylsilyloxy-1-octenyl]-7-hydroxy-2-oxabicyclo[3.3.0]octan-3-one), O1CCCC=C1 (dihydropyran), C1(=CC=C(C=C1)S(=O)(=O)[O-])C.[NH+]1=CC=CC=C1 (pyridinium p-toluenesufonate), resultant mixture. The solvent is C(Cl)Cl (methylene chloride). Yields the product [Si](C)(C)(C(C)(C)C)OC(/C=C/[C@@H]1[C@H]2CC(O[C@H]2C[C@H]1OC1OCCCC1)=O)CCCCC ((1S,5R,6R,7R)-6-[(E)-3(RS)-t-butyldimethylsilyloxy-1-octenyl]-7-tetrahydropyranyloxy-2-oxabicyclo[3.3.0]octan-3-one). As a reaction SMILES: [Si:1]([O:8][CH:9]([CH2:22][CH2:23][CH2:24][CH2:25][CH3:26])/[CH:10]=[CH:11]/[C@H:12]1[C@H:19]([OH:20])[CH2:18][C@H:17]2[C@@H:13]1[CH2:14][C:15](=[O:21])[O:16]2)([C:4]([CH3:7])([CH3:6])[CH3:5])([CH3:3])[CH3:2].[O:27]1[CH:32]=[CH:31][CH2:30][CH2:29][CH2:28]1.C1(C)C=CC(S([O-])(=O)=O)=CC=1.[NH+]1C=CC=CC=1>C(Cl)Cl>[Si:1]([O:8][CH:9]([CH2:22][CH2:23][CH2:24][CH2:25][CH3:26])/[CH:10]=[CH:11]/[C@H:12]1[C@H:19]([O:20][CH:28]2[CH2:29][CH2:30][CH2:31][CH2:32][O:27]2)[CH2:18][C@H:17]2[C@@H:13]1[CH2:14][C:15](=[O:21])[O:16]2)([C:4]([CH3:7])([CH3:6])[CH3:5])([CH3:3])[CH3:2] |f:2.3|. Procedure: To a solution of (1S,5R,6R,7R)-6-[(E)-3(RS)-t-butyldimethylsilyloxy-1-octenyl]-7-hydroxy-2-oxabicyclo[3.3.0]octan-3-one (45) (4.69 g) in methylene chloride were added dihydropyran (5.17 g), and pyridinium p-toluenesufonate (0.77 g), and the resultant mixture was stirred at room temperature for 16 hours. The reaction mixture was treated in the conventional manner and the obtained crude product was subjected to the silica gel column chromatography to give the title compound (46) as a mixture of th... The reactants are C(CCCCCN=C=O)N=C=O (hexamethylene diisocyanate), NCO, C(C1=CC(C(=O)Cl)=CC=C1)(=O)Cl (isophthaloyl dichloride), FC(CO)(C(C(C(F)F)(F)F)(F)F)F (2,2,3,3,4,4,5,5-octafluoropentanol). The product is N(=C=O)CCCCCCNC(OCC(C(C(C(F)F)(F)F)(F)F)(F)F)=O (2,2,3,3,4,4,5,5-octafluoropentyl (6-isocyanatohexyl)carbamate). As a reaction SMILES: [CH2:1]([N:10]=[C:11]=[O:12])[CH2:2][CH2:3][CH2:4][CH2:5][CH2:6][N:7]=[C:8]=[O:9].C(Cl)(=O)C1C=CC=C(C(Cl)=O)C=1.[F:25][C:26]([F:38])([C:29]([F:37])([F:36])[C:30]([F:35])([F:34])[CH:31]([F:33])[F:32])[CH2:27][OH:28]>>[N:7]([CH2:6][CH2:5][CH2:4][CH2:3][CH2:2][CH2:1][NH:10][C:11](=[O:12])[O:28][CH2:27][C:26]([F:38])([F:25])[C:29]([F:36])([F:37])[C:30]([F:34])([F:35])[CH:31]([F:32])[F:33])=[C:8]=[O:9]. Procedure: 399 g of hexamethylene diisocyanate (HDI) were initially introduced at 80° C. in a 1 l round-bottomed flask and 0.002 g of isophthaloyl dichloride was added. 73.4 g of 2,2,3,3,4,4,5,5-octafluoropentanol were slowly added dropwise and stirring was effected until the NCO value was 39.4% by weight. The mixture was separated by distillation on a thin-film evaporator and 40 g (=40% of theory) of the title compound having an NCO content of 12.4% by weight were obtained. Reactants: C(CCCCCCCCC)NC(=O)[C@H]1N(CC1)C(=O)OC(C)(C)C (N-(tert-Butoxycarbonyl)-(S)-(−)-2-azetidinecarboxylic acid n-decyl amide), FC(C(=O)O)(F)F (Trifluoroacetic acid). The solvent is C(Cl)Cl (methylene chloride). Run at time 2 hour. The product is C(CCCCCCCCC)NC(=O)[C@H]1NCC1 ((S)-(−)-2-azetidinecarboxylic acid n-decyl amide). Reaction SMILES: [CH2:1]([NH:11][C:12]([C@@H:14]1[CH2:17][CH2:16][N:15]1C(OC(C)(C)C)=O)=[O:13])[CH2:2][CH2:3][CH2:4][CH2:5][CH2:6][CH2:7][CH2:8][CH2:9][CH3:10].FC(F)(F)C(O)=O>C(Cl)Cl>[CH2:1]([NH:11][C:12]([C@@H:14]1[CH2:17][CH2:16][NH:15]1)=[O:13])[CH2:2][CH2:3][CH2:4][CH2:5][CH2:6][CH2:7][CH2:8][CH2:9][CH3:10]. Procedure details: N-(tert-Butoxycarbonyl)-(S)-(−)-2-azetidinecarboxylic acid n-decyl amide (285) (160 mg; 0.470 mmol) is dissolved in methylene chloride (4 mL) at ambient temperature. Trifluoroacetic acid (2 mL) is added and the solution is stirred for 2 hours at ambient temperature. The solution is concentrated in vacuo at 40° C. The residue is dissolved in methylene chloride (20 mL) and poured onto saturated sodium bicarbonate solution. The pH is adjusted to 9 with saturated potassium carbonate solution. The mi...